Dataset: the Open Reaction Database (ORD), a public repository of structured organic reaction records. Task: describe an organic reaction: reactants, conditions, products, and yield Reactants: C(C)(C)(C)OC(=O)CON=C(C(=O)O)C=1N=CSC1 (2-t-Butoxycarbonylmethoxyimino-2-(4-thiazolyl)acetic acid), C[N+](=CCl)C.[Cl-] (Vilsmeier reagent), C[Si](C)(C)CC(=O)N (Trimethylsilylacetamide), NC1[C@@H]2N(C(=C(CS2)CCl)C(=O)OC(C2=CC=CC=C2)C2=CC=CC=C2)C1=O (benzhydryl 7-amino-3-chloromethyl-3-cephem-4-carboxylate), P(=O)(Cl)(Cl)Cl (phosphorus oxychloride), resultant mixture. Solvent: C(C)(=O)OCC (ethyl acetate), O (Water), C(C)(=O)OCC (ethyl acetate), C(C)(=O)OCC (ethyl acetate), CN(C=O)C (N,N-dimethylformamide). Conditions: time 20 minute. Yields the product C[N+](=CCl)C.[Cl-] (Vilsmeier reagent), C(C)(C)(C)OC(=O)CON=C(C(=O)NC1[C@@H]2N(C(=C(CS2)CCl)C(=O)OC(C2=CC=CC=C2)C2=CC=CC=C2)C1=O)C=1N=CSC1 (benzhydryl 7-[2-t-butoxycarbonylmethoxyimino-2-(4-thiazolyl)acetamido]-3-chloromethyl-3-cephem-4-carboxylate). RXN SMILES: P(Cl)(Cl)([Cl:3])=O.[C:6]([O:10][C:11]([CH2:13][O:14][N:15]=[C:16]([C:20]1[N:21]=[CH:22][S:23][CH:24]=1)[C:17]([OH:19])=O)=[O:12])([CH3:9])([CH3:8])[CH3:7].[CH3:25][N+:26]([CH3:29])=[CH:27][Cl:28].[Cl-].C[Si](CC(N)=O)(C)C.[NH2:39][CH:40]1[C:65](=[O:66])[N:42]2[C:43]([C:49]([O:51][CH:52]([C:59]3[CH:64]=[CH:63][CH:62]=[CH:61][CH:60]=3)[C:53]3[CH:58]=[CH:57][CH:56]=[CH:55][CH:54]=3)=[O:50])=[C:44]([CH2:47][Cl:48])[CH2:45][S:46][C@H:41]12>C(OCC)(=O)C.O.CN(C)C=O>[CH3:25][N+:26]([CH3:29])=[CH:27][Cl:28].[Cl-:3].[C:6]([O:10][C:11]([CH2:13][O:14][N:15]=[C:16]([C:20]1[N:21]=[CH:22][S:23][CH:24]=1)[C:17]([NH:39][CH:40]1[C:65](=[O:66])[N:42]2[C:43]([C:49]([O:51][CH:52]([C:53]3[CH:54]=[CH:55][CH:56]=[CH:57][CH:58]=3)[C:59]3[CH:64]=[CH:63][CH:62]=[CH:61][CH:60]=3)=[O:50])=[C:44]([CH2:47][Cl:48])[CH2:45][S:46][C@H:41]12)=[O:19])=[O:12])([CH3:7])([CH3:8])[CH3:9] |f:2.3,9.10|. Procedure: Vilsmeier reagent was prepared from phosphorus oxychloride (14.4 g) and N,N-dimethylformamide (6.9 g) in ethyl acetate (27.6 ml) in a usual manner. 2-t-Butoxycarbonylmethoxyimino-2-(4-thiazolyl)acetic acid (syn isomer) (22.8 g) was added to the stirred suspension of Vilsmeier reagent in ethyl acetate (200 ml) under ice-cooling and the mixture was stirred for 20 minutes at the same temperature to produce an activated acid solution. Trimethylsilylacetamide (56.9 g) was added to a stirred suspensio... Starting materials: C1CCOC1, Cl, COC(=O)CCC(=O)Nc1cc(I)ccc1C(=O)OC, O. The product is COC(=O)C1CC(=O)Nc2cc(I)ccc2C1=O. As a reaction SMILES: [CH2:23]1[O:24][CH2:25][CH2:26][CH2:27]1.[ClH:22].[I:1][c:2]1[cH:3][c:4]([NH:12][C:13]([CH2:14][CH2:15][C:16](=[O:17])[O:18][CH3:19])=[O:20])[c:5]([C:6]([O:8][CH3:7])=[O:9])[cH:10][cH:11]1.[OH2:21]>>[I:1][c:2]1[cH:3][c:4]2[c:5]([cH:10][cH:11]1)[C:6](=[O:8])[CH:15]([C:16](=[O:17])[O:18][CH3:19])[CH2:14][C:13](=[O:20])[NH:12]2. Reactants: C(#N)CCCC1(CCN(CC1)C(=O)OCC)C#N (ethyl 4-(3-cyanopropyl)4cyano- 1-piperidinecarboxylate), C(C)(C)[N-]C(C)C.[Li+] (lithium diisopropylamide), Cl (hydrochloric acid). Run in O1CCCC1 (tetrahydrofuran). The product is O.C(#N)C1C(C2(CC1)CCN(CC2)C(=O)OCC)=N.C(C)OC(=O)N2CCC1(CCC(C1=N)C#N)CC2 (Ethyl 2cyano-1-imino-8-azaspiro[4,5]decane-8-carboxylate hemihydrate). Isolated yield 52.1%. Reaction SMILES: [C:1]([CH2:3][CH2:4][CH2:5][C:6]1([C:17]#[N:18])[CH2:11][CH2:10][N:9]([C:12]([O:14][CH2:15][CH3:16])=[O:13])[CH2:8][CH2:7]1)#[N:2].C([N-]C(C)C)(C)C.[Li+].Cl>O1CCCC1>[OH2:13].[C:1]([CH:3]1[CH2:4][CH2:5][C:6]2([CH2:11][CH2:10][N:9]([C:12]([O:14][CH2:15][CH3:16])=[O:13])[CH2:8][CH2:7]2)[C:17]1=[NH:18])#[N:2].[CH2:15]([O:14][C:12]([N:9]1[CH2:10][CH2:11][C:6]2([C:17](=[NH:18])[CH:3]([C:1]#[N:2])[CH2:4][CH2:5]2)[CH2:7][CH2:8]1)=[O:13])[CH3:16] |f:1.2,5.6.7|. Procedure details: To a solution of ethyl 4-(3-cyanopropyl)4cyano- 1-piperidinecarboxylate (5 g) in tetrahydrofuran (75 ml) was added lithium diisopropylamide (2.5 g) at −70° C., under nitrogen, with stirring. The reaction mixture was warmed to ambient temperature over 10 min and heated at reflux for 90 min. The reaction mixture was cooled to ambient temperature, neutralized with 5% hydrochloric acid and extracted with ethyl acetate. The organic layer was dried over anhydrous magnesium sulfate, filtered, and the f...